Dataset: the Open Reaction Database (ORD), a public repository of structured organic reaction records. Task: describe an organic reaction: reactants, conditions, products, and yield The product is CC1CC=C(O[Si](C)(C)C)CC1. The reactants are O=C([O-])O, C1CCOC1, [Li]CCCC, CC1CCC(=O)CC1, C[Si](C)(C)Cl, [Li]N(C(C)C)C(C)C, CC(C)NC(C)C, [Na+]. Reaction SMILES: [C:34](=[O:35])([OH:36])[O-:37].[CH2:39]1[O:40][CH2:41][CH2:42][CH2:43]1.[CH2:8]([Li:9])[CH2:10][CH2:11][CH3:12].[CH3:21][CH:22]1[CH2:23][CH2:24][C:25](=[O:28])[CH2:26][CH2:27]1.[CH3:29][Si:30]([CH3:31])([CH3:32])[Cl:33].[CH:13]([N:14]([Li:15])[CH:16]([CH3:17])[CH3:18])([CH3:19])[CH3:20].[CH:1]([NH:2][CH:3]([CH3:4])[CH3:5])([CH3:6])[CH3:7].[Na+:38]>>[CH3:21][CH:22]1[CH2:23][CH:24]=[C:25]([O:28][Si:30]([CH3:29])([CH3:31])[CH3:32])[CH2:26][CH2:27]1. Reactants: CC(=O)OI1(C2=CC=CC=C2C(=O)O1)(OC(=O)C)OC(=O)C (1,1-dihydro-1,1,1-triacetoxy-1,2-benziodoxol-3(1H)-one), OC(C=1C(=C2C(CC(OC2=CC1C(C)C)(C)C)=O)C1=CC=CC=C1)C1=CC=C(C=C1)OC(F)(F)F (rac-6-{hydroxy[4-(trifluoromethoxy)phenyl]methyl}-7-iso-propyl-2,2-dimethyl-5-phenyl-2,3-dihydro-4H-chromen-4-one). Run in ClCCl (dichloromethane), ClCCl (dichloromethane). Conditions: time 4 hour. Product: C(C)(C)C1=C(C(=C2C(CC(OC2=C1)(C)C)=O)C1=CC=CC=C1)C(C1=CC=C(C=C1)OC(F)(F)F)=O (7-Isopropyl-2,2-dimethyl-5-phenyl-6-[4-(trifluoromethoxy)benzoyl]-2,3-dihydro-4H-chromen-4-one). As a reaction SMILES: CC(OI1(OC(C)=O)(OC(C)=O)OC(=O)C2C1=CC=CC=2)=O.[OH:23][CH:24]([C:47]1[CH:52]=[CH:51][C:50]([O:53][C:54]([F:57])([F:56])[F:55])=[CH:49][CH:48]=1)[C:25]1[C:26]([C:41]2[CH:46]=[CH:45][CH:44]=[CH:43][CH:42]=2)=[C:27]2[C:32](=[CH:33][C:34]=1[CH:35]([CH3:37])[CH3:36])[O:31][C:30]([CH3:39])([CH3:38])[CH2:29][C:28]2=[O:40]>ClCCl>[CH:35]([C:34]1[CH:33]=[C:32]2[C:27]([C:28](=[O:40])[CH2:29][C:30]([CH3:39])([CH3:38])[O:31]2)=[C:26]([C:41]2[CH:46]=[CH:45][CH:44]=[CH:43][CH:42]=2)[C:25]=1[C:24](=[O:23])[C:47]1[CH:48]=[CH:49][C:50]([O:53][C:54]([F:55])([F:56])[F:57])=[CH:51][CH:52]=1)([CH3:37])[CH3:36]. Reported procedure: At 0° C., 166 mg (390 μmol) of 1,1-dihydro-1,1,1-triacetoxy-1,2-benziodoxol-3(1H)-one are added to a solution of 95 mg (197 μmol) of rac-6-{hydroxy[4-(trifluoromethoxy)phenyl]methyl}-7-iso-propyl-2,2-dimethyl-5-phenyl-2,3-dihydro-4H-chromen-4-one (Example 31A) in 3 ml of dichloromethane, and the mixture is stirred at this temperature for 4 h. The mixture is then diluted with dichloromethane and washed three times with 1 M aqueous sodium hydroxide solution. The organic phase is dried over magnesi... The reactants are C(C)(=O)OCC (ethyl acetate), FC1=C(C=CC(=C1)F)NC1=C(C(=O)OC)C=C(C(=N1)OC)F (methyl 2-(2,4-difluorophenylamino)-5-fluoro6-methoxynicotinate), [OH-].[Na+] (sodium hydroxide), Cl (hydrochloric acid). Solvent: O (water), O1CCCC1 (tetrahydrofuran), C(C)OCC (diethyl ether). Yields the product FC1=C(C=CC(=C1)F)NC1=C(C(=O)O)C=C(C(=N1)OC)F (2-(2,4-difluorophenylamino)-5-fluoro-6-methoxynicotinic acid). The yield is 73.3%. As a reaction SMILES: [F:1][C:2]1[CH:7]=[C:6]([F:8])[CH:5]=[CH:4][C:3]=1[NH:9][C:10]1[N:19]=[C:18]([O:20][CH3:21])[C:17]([F:22])=[CH:16][C:11]=1[C:12]([O:14]C)=[O:13].[OH-].[Na+].C(OCC)(=O)C.Cl>O1CCCC1.C(OCC)C.O>[F:1][C:2]1[CH:7]=[C:6]([F:8])[CH:5]=[CH:4][C:3]=1[NH:9][C:10]1[N:19]=[C:18]([O:20][CH3:21])[C:17]([F:22])=[CH:16][C:11]=1[C:12]([OH:14])=[O:13] |f:1.2|. Procedure details: In 60 ml of tetrahydrofuran was dissolved 2.00 g of methyl 2-(2,4-difluorophenylamino)-5-fluoro6-methoxynicotinate, and 25.5 ml of 1N aqueous sodium hydroxide solution was added thereto at room temperature, after which the resulting mixture was subjected to reaction under reflux for 7 hours. Subsequently, the solvent was removed by distillation under reduced pressure, and to the residue thus obtained were added 100 ml of ethyl acetate and 100 ml of water, after which the pH of the resulting mixt... Reactants: FC1=C(C#N)C=CC(=C1)NC1=NC=CC=C1[N+](=O)[O-] (2-fluoro-4-[(3-nitropyridin-2-yl)amino]benzonitrile), O1CCCC1 (tetrahydrofuran), [Cl-].[NH4+] (ammonium chloride). Reagents/catalysts: [Zn] (zinc). Solvent: O (water). Reaction conditions: temperature 60 celsius, time 30 minute. Product: NC=1C(=NC=CC1)NC1=CC(=C(C#N)C=C1)F (4-[(3-aminopyridin-2-yl)-amino]-2-fluorobenzonitrile). RXN SMILES: [F:1][C:2]1[CH:9]=[C:8]([NH:10][C:11]2[C:16]([N+:17]([O-])=O)=[CH:15][CH:14]=[CH:13][N:12]=2)[CH:7]=[CH:6][C:3]=1[C:4]#[N:5].O1CCCC1.[Cl-].[NH4+]>[Zn].O>[NH2:17][C:16]1[C:11]([NH:10][C:8]2[CH:7]=[CH:6][C:3]([C:4]#[N:5])=[C:2]([F:1])[CH:9]=2)=[N:12][CH:13]=[CH:14][CH:15]=1 |f:2.3|. Reported procedure: To a solution of 2-fluoro-4-[(3-nitropyridin-2-yl)amino]benzonitrile (C14) (5.4 g, 21 mmol) in a 1:1 mixture of tetrahydrofuran and water (40 mL) was added ammonium chloride (8.9 g, 170 mmol), followed by zinc (10.8 g, 165 mmol). The mixture was stirred at 60° C. for 30 minutes, whereupon it was filtered through a pad of Celite. The organic layer from the filtrate was diluted with ethyl acetate, washed with saturated aqueous ammonium chloride solution, dried over sodium sulfate, filtered, and co... The reactants are COC(=O)C=1C=C(C=CC1)CCCC[C@@H](C#N)NC([C@@H](NC=1C=C2C(OCC2=CC1)=O)CC1=CC(=CC=C1)C)=O (N-(5-(3-methoxycarbonylphenyl)-1(S)-cyanopentyl]-3-methyl-Nα-(3-oxo-1,3-dihydro-isobenzofuran-5-yl)-L-phenylalaninamide), N#N (N2). RXN SMILES: C[O:2][C:3]([C:5]1[CH:6]=[C:7]([CH2:11][CH2:12][CH2:13][CH2:14][C@H:15]([NH:18][C:19](=[O:40])[C@H:20]([CH2:32][C:33]2[CH:38]=[CH:37][CH:36]=[C:35]([CH3:39])[CH:34]=2)[NH:21][C:22]2[CH:23]=[C:24]3[C:28](=[CH:29][CH:30]=2)[CH2:27][O:26][C:25]3=[O:31])[C:16]#[N:17])[CH:8]=[CH:9][CH:10]=1)=[O:4].N#N>CC(=O)C(C)(C)C.CCOC(C)=O>[C:3]([C:5]1[CH:6]=[C:7]([CH2:11][CH2:12][CH2:13][CH2:14][C@H:15]([NH:18][C:19](=[O:40])[C@H:20]([CH2:32][C:33]2[CH:38]=[CH:37][CH:36]=[C:35]([CH3:39])[CH:34]=2)[NH:21][C:22]2[CH:23]=[C:24]3[C:28](=[CH:29][CH:30]=2)[CH2:27][O:26][C:25]3=[O:31])[C:16]#[N:17])[CH:8]=[CH:9][CH:10]=1)([OH:4])=[O:2]. Procedure: A solution of N-(5-(3-methoxycarbonylphenyl)-1(S)-cyanopentyl]-3-methyl-Nα-(3-oxo-1,3-dihydro-isobenzofuran-5-yl)-L-phenylalaninamide (0.354 g, 0.67 mmol) in pinacolone (15 mL) is deoxygenated with bubbling N2 for 5 min., after which time Lil (0.90 g, 6.74 mmol) is added in one portion. The solution is then heated to 100° C. for 28 h. After cooling, it is diluted with EtOAc (100 mL), and washed with 1 N HCl (100 mL), and brine (50 mL), then dried (MgSO4), evaporated and chromatographed (2% MeOH/... Run in CCOC(=O)C (EtOAc), CC(C(C)(C)C)=O (pinacolone). Product: C(=O)(O)C=1C=C(C=CC1)CCCC[C@@H](C#N)NC([C@@H](NC=1C=C2C(OCC2=CC1)=O)CC1=CC(=CC=C1)C)=O (N-(5-(3-carboxyphenyl)-1(S)-cyanopentyl]-3-methyl-Nα-(3-oxo-1,3-dihydro-isobenzofuran-5-yl)-L-phenylalaninamide). Run at temperature 100 celsius. Starting materials: C([O-])(O)=O.[Na+] (sodium bicarbonate), ClC=1C=C(CBr)C=CC1Cl (3,4-dichlorobenzyl bromide), C([O-])([O-])=O.[K+].[K+] (potassium carbonate), COC([C@H](CC1=CC=C(C=C1)C1=CC=C(C=C1)C#N)NC(=O)[C@H]1N(CC=2C=C3O[C@@H](C(N(C3=CC2C1)C)=O)C1=CC=C(C=C1)O)[C@H](CC)C1=CC=CC=C1)=O ((S)-3-(4′-cyano-biphenyl-4-yl)-2-{[(3R,7S)-3-(4-hydroxy-phenyl)-1-methyl-2-oxo-6-((R)-1-phenyl-propyl)-2,3,5,6,7,8-hexahydro-1H-4-oxa-1,6-diaza-anthracene-7-carbonyl]-amino}-propionic acid methyl ester). The solvent is CN(C)C=O (DMF). Reaction conditions: time 6 hour. Yields the product COC([C@H](CC1=CC=C(C=C1)C1=CC=C(C=C1)C#N)NC(=O)[C@H]1N(CC=2C=C3O[C@@H](C(N(C3=CC2C1)C)=O)C1=CC=C(C=C1)OCC1=CC(=C(C=C1)Cl)Cl)[C@H](CC)C1=CC=CC=C1)=O ((S)-3-(4′-cyano-biphenyl-4-yl)-2-{[(3R,7S)-3-[4-(3,4-dichloro-benzyloxy)-phenyl]-1-methyl-2-oxo-6-((R)-1-phenyl-propyl)-2,3,5,6,7,8-hexahydro-1H-4-oxa-1,6-diaza-anthracene-7-carbonyl]-amino}-propionic acid methyl ester). Yield: 25.3%. As a reaction SMILES: [CH3:1][O:2][C:3](=[O:55])[C@@H:4]([NH:20][C:21]([C@@H:23]1[CH2:36][C:35]2[CH:34]=[C:33]3[C:28]([O:29][C@H:30]([C:39]4[CH:44]=[CH:43][C:42]([OH:45])=[CH:41][CH:40]=4)[C:31](=[O:38])[N:32]3[CH3:37])=[CH:27][C:26]=2[CH2:25][N:24]1[C@@H:46]([C:49]1[CH:54]=[CH:53][CH:52]=[CH:51][CH:50]=1)[CH2:47][CH3:48])=[O:22])[CH2:5][C:6]1[CH:11]=[CH:10][C:9]([C:12]2[CH:17]=[CH:16][C:15]([C:18]#[N:19])=[CH:14][CH:13]=2)=[CH:8][CH:7]=1.[Cl:56][C:57]1[CH:58]=[C:59]([CH:62]=[CH:63][C:64]=1[Cl:65])[CH2:60]Br.C(=O)([O-])[O-].[K+].[K+].C(=O)(O)[O-].[Na+]>CN(C=O)C>[CH3:1][O:2][C:3](=[O:55])[C@@H:4]([NH:20][C:21]([C@@H:23]1[CH2:36][C:35]2[CH:34]=[C:33]3[C:28]([O:29][C@H:30]([C:39]4[CH:40]=[CH:41][C:42]([O:45][CH2:60][C:59]5[CH:62]=[CH:63][C:64]([Cl:65])=[C:57]([Cl:56])[CH:58]=5)=[CH:43][CH:44]=4)[C:31](=[O:38])[N:32]3[CH3:37])=[CH:27][C:26]=2[CH2:25][N:24]1[C@@H:46]([C:49]1[CH:50]=[CH:51][CH:52]=[CH:53][CH:54]=1)[CH2:47][CH3:48])=[O:22])[CH2:5][C:6]1[CH:11]=[CH:10][C:9]([C:12]2[CH:13]=[CH:14][C:15]([C:18]#[N:19])=[CH:16][CH:17]=2)=[CH:8][CH:7]=1 |f:2.3.4,5.6|. Procedure: (S)-3-(4′-cyano-biphenyl-4-yl)-2-{[(3R,7S)-3-(4-hydroxy-phenyl)-1-methyl-2-oxo-6-((R)-1-phenyl-propyl)-2,3,5,6,7,8-hexahydro-1H-4-oxa-1,6-diaza-anthracene-7-carbonyl]-amino}-propionic acid methyl ester (52 mg) was dissolved in 1 mL of DMF To this solution was added 3,4-dichlorobenzyl bromide (33 mg) and potassium carbonate. The mixture was stirred at room temperature for 6 hours and was poured onto ethyl acetate and saturated sodium bicarbonate. The organic layer was dried over sodium sulfate an... Starting materials: [Cl-].[NH4+] (ammonium chloride), C[Mg]Cl (methylmagnesium chloride), C1CCOC=2C=CC3=C(C12)C=CC(=C3)C(=O)C=3N=CNC3 ((2,3-dihydro-1H-benzo[f]chromen-8-yl)(1H-imidazol-4-yl)ketone). The solvent is C(C)OCC (diethyl ether), C1CCOC1 (THF). Conditions: time 3 hour. Product: C1CCOC=2C=CC3=C(C12)C=CC(=C3)C(C)(O)C=3N=CNC3 (1-(2,3-Dihydro-1H-benzo[f]chromen-8-yl)-1-(1H-imidazol-4-yl)ethanol). As a reaction SMILES: [CH3:1][Mg]Cl.[CH2:4]1[C:13]2[C:12]3[CH:14]=[CH:15][C:16]([C:18]([C:20]4[N:21]=[CH:22][NH:23][CH:24]=4)=[O:19])=[CH:17][C:11]=3[CH:10]=[CH:9][C:8]=2[O:7][CH2:6][CH2:5]1.[Cl-].[NH4+]>C(OCC)C.C1COCC1>[CH2:4]1[C:13]2[C:12]3[CH:14]=[CH:15][C:16]([C:18]([C:20]4[N:21]=[CH:22][NH:23][CH:24]=4)([OH:19])[CH3:1])=[CH:17][C:11]=3[CH:10]=[CH:9][C:8]=2[O:7][CH2:6][CH2:5]1 |f:2.3|. Procedure details: A solution of methylmagnesium chloride in diethyl ether (3M; 3 mL) was added to a solution of (2,3-dihydro-1H-benzo[f]chromen-8-yl)(1H-imidazol-4-yl)ketone (0.50 g) in THF (20 ml) at 0° C. The mixture was stirred at room temperature for 3 h. Aqueous ammonium chloride solution was added to the mixture and extracted with ethyl acetate. The extract was dried and concentrated. The residue was washed with ethyl acetate to give the titled compound (0.49 g) as a colorless solid.